From a dataset of the Open Reaction Database (ORD), a public repository of structured organic reaction records. describe an organic reaction: reactants, conditions, products, and yield Reactants: [(1,2-Bis(2R,5R)-2,5-dimethylphospholano)benzene](cyclooctadiene)rhodium(I) tetrafluoroborate, COC(=O)C1=C[C@@H]([C@@H](C1)NC(=O)OC(C)(C)C)O ((3S,4R)-4-tert-butoxycarbonylamino-3-hydroxycyclopent-1-enecarboxylic acid methyl ester). Solvent: CO (methanol), ClCCl (dichloromethane). Conditions: time 14 hour. Product: COC(=O)[C@@H]1C[C@H]([C@H](C1)O)NC(=O)OC(C)(C)C ((1R,3R,4S)-3-tert-Butoxycarbonylamino-4-hydroxycyclopentanecarboxylic acid methyl ester). As a reaction SMILES: [CH3:1][O:2][C:3]([C:5]1[CH2:9][C@@H:8]([NH:10][C:11]([O:13][C:14]([CH3:17])([CH3:16])[CH3:15])=[O:12])[C@@H:7]([OH:18])[CH:6]=1)=[O:4]>CO.ClCCl>[CH3:1][O:2][C:3]([C@H:5]1[CH2:6][C@H:7]([OH:18])[C@H:8]([NH:10][C:11]([O:13][C:14]([CH3:17])([CH3:16])[CH3:15])=[O:12])[CH2:9]1)=[O:4]. Procedure: [(1,2-Bis(2R,5R)-2,5-dimethylphospholano)benzene](cyclooctadiene)rhodium(I) tetrafluoroborate (23 mg, 1 mol %) was added to a degassed solution of (3S,4R)-4-tert-butoxycarbonylamino-3-hydroxycyclopent-1-enecarboxylic acid methyl ester (1 g, 3.9 mmol) in methanol (5 ml). The reaction mixture was transferred to a bomb and, after purging with nitrogen and then hydrogen, a hydrogen pressure of 5 bar was applied and the reaction stirred for 14 h. The pressure was released and the bomb purged with nit... Yields the product ClC=1N=C(C2=C(N1)SC(=N2)CN2CCC(CC2)N(C)C)N2CCOCC2 ([1-(5-Chloro-7-morpholin-4-ylthiazolo[5,4-d]pyrimidin-2-ylmethyl)piperidin-4-yl]dimethylamine), solid. The yield is 72.0%. RXN SMILES: [N:1]1([CH:5]2[CH2:10][CH2:9][N:8]([CH2:11][C:12]3[S:13][C:14]4[N:15]=[C:16]([Cl:27])[N:17]=[C:18]([N:21]5[CH2:26][CH2:25][O:24][CH2:23][CH2:22]5)[C:19]=4[N:20]=3)[CH2:7][CH2:6]2)[CH2:4]C[CH2:2]1.CN(C)C1CCNCC1>>[Cl:27][C:16]1[N:17]=[C:18]([N:21]2[CH2:22][CH2:23][O:24][CH2:25][CH2:26]2)[C:19]2[N:20]=[C:12]([CH2:11][N:8]3[CH2:7][CH2:6][CH:5]([N:1]([CH3:4])[CH3:2])[CH2:10][CH2:9]3)[S:13][C:14]=2[N:15]=1. Reported procedure: Prepared according to the method used in the preparation of 2-(4-azetidin-1-ylpiperidin-1-ylmethyl)-5-chloro-7-morpholin-4-ylthiazolo[5,4-d]pyrimidine using dimethylpiperidin-4-ylamine in place of 4-azetidin-1-ylpiperidine. The title compound was obtained as a pale yellow solid (101 mg, 72%). The reactants are N1(CCC1)C1CCN(CC1)CC=1SC=2N=C(N=C(C2N1)N1CCOCC1)Cl (2-(4-azetidin-1-ylpiperidin-1-ylmethyl)-5-chloro-7-morpholin-4-ylthiazolo[5,4-d]pyrimidine), CN(C1CCNCC1)C (dimethylpiperidin-4-ylamine). Reactants: CCCC[P+](CCCC)(CCCC)CCCC, ClCCl, [Cl-], N#Cc1nc(Cl)c(Cl)c(Cl)c1Cl, N#Cc1nc(F)c(F)c(F)c1F. Yields the product N#Cc1nc(F)c(F)c(F)c1Cl. Reaction SMILES: [CH2:26]([P+:27]([CH2:28][CH2:29][CH2:30][CH3:31])([CH2:32][CH2:33][CH2:34][CH3:35])[CH2:36][CH2:37][CH2:38][CH3:39])[CH2:40][CH2:41][CH3:42].[CH2:43]([Cl:44])[Cl:45].[Cl-:25].[Cl:1][c:2]1[c:3]([C:4]#[N:5])[n:6][c:7]([Cl:8])[c:9]([Cl:10])[c:11]1[Cl:12].[F:13][c:14]1[c:15]([C:23]#[N:24])[n:16][c:17]([F:22])[c:18]([F:21])[c:19]1[F:20]>>[Cl:1][c:14]1[c:15]([C:23]#[N:24])[n:16][c:17]([F:22])[c:18]([F:21])[c:19]1[F:20]. Isolated yield 27.0%. The reactants are C(C)(C)(C)N1CCC(CC1)CC(=O)O ((1-tert-butyl-piperidin-4-yl)-acetic acid), NC1=CC=CC=C1 (aniline), C=1C=CC2=C(C1)N=NN2O (HOBt), C(CCl)Cl (EDC). Yields the product C(C)(C)(C)N1CCC(CC1)CC(=O)NC1=CC=CC=C1 (2-(1-tert-Butyl-piperidin-4-yl)-N-phenyl-acetamide). RXN SMILES: [C:1]([N:5]1[CH2:10][CH2:9][CH:8]([CH2:11][C:12]([OH:14])=O)[CH2:7][CH2:6]1)([CH3:4])([CH3:3])[CH3:2].[NH2:15][C:16]1[CH:21]=[CH:20][CH:19]=[CH:18][CH:17]=1.C1C=CC2N(O)N=NC=2C=1.C(Cl)CCl>CN(C=O)C>[C:1]([N:5]1[CH2:6][CH2:7][CH:8]([CH2:11][C:12]([NH:15][C:16]2[CH:21]=[CH:20][CH:19]=[CH:18][CH:17]=2)=[O:14])[CH2:9][CH2:10]1)([CH3:2])([CH3:3])[CH3:4]. Reaction conditions: time 2 hour. The solvent is CN(C)C=O (DMF). Procedure details: To a mixture of (1-tert-butyl-piperidin-4-yl)-acetic acid (672 mg, 3.37 mmol), aniline (0.32 ml, 3.5 mmol), and HOBt (568 mg, 4.2 mmol) in DMF (20 ml), EDC (805 mg, 4.2 mmol) was added. It was stirred at r.t. for 2 hours and partitioned between water (200 ml) and ethyl acetate (200 ml). The organic phase was washed with 0.5 N aq. NaOH (2×50 ml) and brine (3×50 ml), dried (MgSO4) and concentrated in vacuo. The residue was purified by flash chromatography on (SiO2, gradient heptane-ethyl acetate) ...